From a dataset of the Open Reaction Database (ORD), a public repository of structured organic reaction records. describe an organic reaction: reactants, conditions, products, and yield The reactants are O(C1=CC=CC=C1)C=1C=C(CN(C(=O)C2=C(C=C(C(=C2)C(=O)O)C(=O)O)C(=O)O)[C@H]2CCCC3=CC=CC=C23)C=CC1 (5-({(3-phenoxybenzyl)[(1S)-1,2,3,4-tetrahydro-1-naphthalenyl]amino}carbonyl)-1,2,4-benzenetricarboxylic acid), COC1=CC=C(C=C1)S(=O)(=O)N (4-methoxybenzenesulfonamide), CCN=C=NCCCN(C)C (EDCI). Reagents/catalysts: CN(C)C=1C=CN=CC1 (DMAP). Run in C1CCOC1 (THF). Run at time 8 hour. Yields the product COC1=CC=C(C=C1)S(=O)(=O)NC(=O)C1=C(C(=O)O)C=C(C(=C1)C(=O)O)C(=O)N([C@H]1CCCC2=CC=CC=C12)CC1=CC(=CC=C1)OC1=CC=CC=C1 (2-({[(4-methoxyphenyl)sulfonyl]amino}carbonyl)-5-({(3-phenoxybenzyl)[(1S)-1,2,3,4-tetrahydro-1-naphthalenyl]amino}carbonyl)terephthalic acid). RXN SMILES: [O:1]([C:8]1[CH:9]=[C:10]([CH:40]=[CH:41][CH:42]=1)[CH2:11][N:12]([C@@H:30]1[C:39]2[C:34](=[CH:35][CH:36]=[CH:37][CH:38]=2)[CH2:33][CH2:32][CH2:31]1)[C:13]([C:15]1[CH:20]=[C:19]([C:21]([OH:23])=[O:22])[C:18]([C:24](O)=[O:25])=[CH:17][C:16]=1[C:27]([OH:29])=[O:28])=[O:14])[C:2]1[CH:7]=[CH:6][CH:5]=[CH:4][CH:3]=1.[CH3:43][O:44][C:45]1[CH:50]=[CH:49][C:48]([S:51]([NH2:54])(=[O:53])=[O:52])=[CH:47][CH:46]=1.CCN=C=NCCCN(C)C>CN(C1C=CN=CC=1)C.C1COCC1>[CH3:43][O:44][C:45]1[CH:46]=[CH:47][C:48]([S:51]([NH:54][C:24]([C:18]2[CH:17]=[C:16]([C:27]([OH:29])=[O:28])[C:15]([C:13]([N:12]([CH2:11][C:10]3[CH:40]=[CH:41][CH:42]=[C:8]([O:1][C:2]4[CH:3]=[CH:4][CH:5]=[CH:6][CH:7]=4)[CH:9]=3)[C@@H:30]3[C:39]4[C:34](=[CH:35][CH:36]=[CH:37][CH:38]=4)[CH2:33][CH2:32][CH2:31]3)=[O:14])=[CH:20][C:19]=2[C:21]([OH:23])=[O:22])=[O:25])(=[O:53])=[O:52])=[CH:49][CH:50]=1. Procedure: The product from Example 36B (114 mg, 0.2 mmol), 4-methoxybenzenesulfonamide (37 mg, 0.2 mmol), DMAP (25 mg, 0.2 mmol), and EDCI (78 mg, 0.4 mmol) were combined in THF (10 mL) at room temperature. After stirring overnight, the mixture was concentrated under reduced pressure and CH2Cl2 (20 mL) was added. The mixture was washed with water and the organic layer concentrated under reduced pressure. The residue was purified via HPLC to provide the title compounds. 1H (500 MHz; DMSO-d6) δ6.4-8.6 (m, b... Starting materials: C(C)OC=1C=C(C=O)C=CC1OC (3-ethoxy-4-methoxybenzaldehyde), C(C)(=O)O (acetic acid), NN1C(=NN=C(C1=O)C)SCC1=C(C=CC=C1)F (4-amino-3-(2-fluorobenzylsulfanyl)-6-methyl-4H-1,2,4-triazin-5-one). Run in C(C)O (ethanol). Reaction conditions: temperature 65 celsius. The product is C(C)OC=1C=C(C=NN2C(=NN=C(C2=O)C)SCC2=C(C=CC=C2)F)C=CC1OC (4-[(3-ethoxy-4-methoxybenzylidene)amino]-3-(2-fluorobenzylsulfanyl)-6-methyl-4H-1,2,4-triazin-5-one). As a reaction SMILES: [CH2:1]([O:3][C:4]1[CH:5]=[C:6]([CH:9]=[CH:10][C:11]=1[O:12][CH3:13])[CH:7]=O)[CH3:2].C(O)(=O)C.[NH2:18][N:19]1[C:24](=[O:25])[C:23]([CH3:26])=[N:22][N:21]=[C:20]1[S:27][CH2:28][C:29]1[CH:34]=[CH:33][CH:32]=[CH:31][C:30]=1[F:35]>C(O)C>[CH2:1]([O:3][C:4]1[CH:5]=[C:6]([CH:9]=[CH:10][C:11]=1[O:12][CH3:13])[CH:7]=[N:18][N:19]1[C:24](=[O:25])[C:23]([CH3:26])=[N:22][N:21]=[C:20]1[S:27][CH2:28][C:29]1[CH:34]=[CH:33][CH:32]=[CH:31][C:30]=1[F:35])[CH3:2]. Reported procedure: 0.054 g of 3-ethoxy-4-methoxybenzaldehyde and 0.017 ml of acetic acid were added to a solution of 0.080 g of 4-amino-3-(2-fluorobenzylsulfanyl)-6-methyl-4H-1,2,4-triazin-5-one in 4 ml of ethanol, and the mixture was stirred at 65° C. The resultant precipitate was filtered off with suction, giving 4-[(3-ethoxy-4-methoxybenzylidene)amino]-3-(2-fluorobenzylsulfanyl)-6-methyl-4H-1,2,4-triazin-5-one. Reactants: FC(C=1C=C(C=CC1)C1=NC2=NC=CN=C2C(N1)=O)(F)F (2-(3-trifluoromethylphenyl)-pteridin-4-one), NC1=CC=NC=C1 (4-aminopyridine), C(CCC)N(C1=NC(=NC2=NC=CN=C12)C1=C(C=CC(=C1)Br)F)C1=CC=NC=C1 (4-[(butyl)(4-pyridyl)amino]-2-(5-bromo-2-fluorophenyl)pteridine). The product is FC(C=1C=C(C=CC1)C1=NC2=NC=CN=C2C(=N1)NC1=CC=NC=C1)(F)F (2-(3-trifluoromethylphenyl)-4-(4-pyridylamino)pteridine). Reaction SMILES: [F:1][C:2]([F:21])([F:20])[C:3]1[CH:4]=[C:5]([C:9]2[NH:18][C:17](=O)[C:16]3[C:11](=[N:12][CH:13]=[CH:14][N:15]=3)[N:10]=2)[CH:6]=[CH:7][CH:8]=1.[NH2:22][C:23]1[CH:28]=[CH:27][N:26]=[CH:25][CH:24]=1.C(N(C1C=CN=CC=1)C1C2C(=NC=CN=2)N=C(C2C=C(Br)C=CC=2F)N=1)CCC>>[F:1][C:2]([F:21])([F:20])[C:3]1[CH:4]=[C:5]([C:9]2[N:18]=[C:17]([NH:22][C:23]3[CH:28]=[CH:27][N:26]=[CH:25][CH:24]=3)[C:16]3[C:11](=[N:12][CH:13]=[CH:14][N:15]=3)[N:10]=2)[CH:6]=[CH:7][CH:8]=1. Procedure details: The title product was synthesized by reaction of the 2-(3-trifluoromethylphenyl)-pteridin-4-one with 4-aminopyridine following the procedure described for 4-[(butyl)(4-pyridyl)amino]-2-(5-bromo-2-fluorophenyl)pteridine 3. Starting materials: C(=O)(O)[O-].[Na+] (NaHCO3), O=P(Cl)(Cl)Cl (POCl3), C(#N)C1=CC=C(CC23C(N(C(N3CCC2)=O)C2=CC(=CC(=C2)N2C=CC=C2)Cl)=O)C=C1 (5-(4-cyanobenzyl)-3-[3-chloro-5-(1-pyrrolyl)-phenyl]-1,3-diazabicyclo[3.3.0]octane-2,4-dione). Solvent: O (water), CN(C)C=O (DMF), CN(C)C=O (DMF), C(Cl)Cl (CH2Cl2). Run at time 1 hour. Yields the product C(#N)C1=CC=C(CC23C(N(C(N3CCC2)=O)C2=CC(=CC(=C2)N2C(=CC=C2)C=O)Cl)=O)C=C1 (5-(4-Cyanobenzyl)-3-[3-chloro-5-(2-formyl-1-pyrrolyl)-phenyl]-1,3-diazabicyclo[3.3.0]octane-2,4-dione). Reaction SMILES: O=P(Cl)(Cl)Cl.[C:6]([C:8]1[CH:36]=[CH:35][C:11]([CH2:12][C:13]23[CH2:20][CH2:19][CH2:18][N:17]2[C:16](=[O:21])[N:15]([C:22]2[CH:27]=[C:26]([N:28]4[CH:32]=[CH:31][CH:30]=[CH:29]4)[CH:25]=[C:24]([Cl:33])[CH:23]=2)[C:14]3=[O:34])=[CH:10][CH:9]=1)#[N:7].[C:37]([O-])(O)=[O:38].[Na+]>CN(C=O)C.O.C(Cl)Cl>[C:6]([C:8]1[CH:9]=[CH:10][C:11]([CH2:12][C:13]23[CH2:20][CH2:19][CH2:18][N:17]2[C:16](=[O:21])[N:15]([C:22]2[CH:27]=[C:26]([N:28]4[CH:32]=[CH:31][CH:30]=[C:29]4[CH:37]=[O:38])[CH:25]=[C:24]([Cl:33])[CH:23]=2)[C:14]3=[O:34])=[CH:35][CH:36]=1)#[N:7] |f:2.3|. Procedure details: To a solution of POCl3 (0.1 mL) and DMF (0.3 mL) was added after 45 minutes a solution of 5-(4-cyanobenzyl)-3-[3-chloro-5-(1-pyrrolyl)-phenyl]-1,3-diazabicyclo[3.3.0]octane-2,4-dione (0.22 g) in DMF (0.5 mL). After 1 hour at room temperature, the reaction mixture was diluted with water (2 mL) and stirred. After 30 minutes, the mixture was diluted with CH2Cl2 and satd. NaHCO3. The organic layer was collected, washed with brine, dried (Na2SO4), filtered and concentrated. Purification by chromatogr... The reactants are O=C(OOC(=O)c1ccccc1)c1ccccc1, Cc1ccc(Cl)nn1, O=C1CCC(=O)N1Cl, ClC(Cl)(Cl)Cl. Product: ClCc1ccc(Cl)nn1. Reaction SMILES: [C:9]([O:10][O:11][C:12](=[O:13])[c:14]1[cH:15][cH:16][cH:17][cH:18][cH:19]1)(=[O:20])[c:21]1[cH:22][cH:23][cH:24][cH:25][cH:26]1.[Cl:1][c:2]1[n:3][n:4][c:5]([CH3:8])[cH:6][cH:7]1.[Cl:27][N:28]1[C:29](=[O:30])[CH2:31][CH2:32][C:33]1=[O:34].[Cl:35][C:36]([Cl:37])([Cl:38])[Cl:39]>>[Cl:1][c:2]1[n:3][n:4][c:5]([CH2:8][Cl:27])[cH:6][cH:7]1. Reactants: O=Cc1ccc(Br)cc1, O, O=[N+]([O-])O, O=S(=O)(O)O. Product: O=Cc1ccc(Br)c([N+](=O)[O-])c1. Reaction SMILES: [Br:1][c:2]1[cH:3][cH:4][c:5]([CH:6]=[O:7])[cH:8][cH:9]1.[OH2:14].[OH:10][N+:11]([O-:12])=[O:13].[S:15](=[O:16])(=[O:17])([OH:18])[OH:19]>>[Br:1][c:2]1[c:3]([N+:11](=[O:10])[O-:12])[cH:4][c:5]([CH:6]=[O:7])[cH:8][cH:9]1. Product: Cc1cccc(OCC(=O)c2ccccc2)c1. Reaction SMILES: [Br:9][CH2:10][C:11](=[O:12])[c:13]1[cH:14][cH:15][cH:16][cH:17][cH:18]1.[C:19](=[O:20])([O-:21])[O-:22].[K+:23].[K+:24].[OH:1][c:2]1[cH:3][c:4]([CH3:8])[cH:5][cH:6][cH:7]1.[cH:25]1[cH:26][cH:27][cH:28][cH:29][cH:30]1>>[O:1]([c:2]1[cH:3][c:4]([CH3:8])[cH:5][cH:6][cH:7]1)[CH2:10][C:11](=[O:12])[c:13]1[cH:14][cH:15][cH:16][cH:17][cH:18]1. The reactants are O=C(CBr)c1ccccc1, O=C([O-])[O-], [K+], [K+], Cc1cccc(O)c1, c1ccccc1. Starting materials: O.NN (hydrazine hydrate), S(C#N)C[C@@H]1[C@@H](C(N1)=O)N1C(C=2C(C1=O)=CC=CC2)=O (cis 4-thiocyanatomethyl-3-phthalimido-2-oxo-azetidine), Cl (hydrochloric acid). Run in O1CCOCC1 (dioxane). Conditions: temperature 20 celsius, time 50 minute. The product is Cl.S(C#N)C[C@@H]1[C@@H](C(N1)=O)N (cis 4-thiocyanatomethyl-3-amino-2-oxo-azetidine hydrochloride). RXN SMILES: [S:1]([CH2:4][C@H:5]1[NH:8][C:7](=[O:9])[C@H:6]1[N:10]1C(=O)C2=CC=CC=C2C1=O)[C:2]#[N:3].O.NN.[ClH:24]>O1CCOCC1>[ClH:24].[S:1]([CH2:4][C@H:5]1[NH:8][C:7](=[O:9])[C@H:6]1[NH2:10])[C:2]#[N:3] |f:1.2,5.6|. Procedure details: A hot mixture of 1.45 g of the product of Step B in 15 ml of hot dioxane was cooled and 0.3 ml of hydrazine hydrate was added thereto. The mixture was stirred for 50 minutes at 20° C. and 7.5 ml of N hydrochloric acid were added thereto. The mixture was stirred for 15 hours and vacuum filtered. The filtrate was rinsed with water and the filtrate was evaporated to dryness to obtain 0.914 g of cis 4-thiocyanatomethyl-3-amino-2-oxo-azetidine hydrochloride. Reactants: C1(CCCCC1)N=C=NC1CCCCC1 (dicyclohexylcarbodiimide), 9, [Si](C)(C)(C(C)(C)C)O[C@H](C)[C@H]1C(N[C@@H]1CC(=O)O)=O ((3S, 4R)-3-[(R)-1-t-butyldimethylsilyloxyethyl]-4-carboxymethyl-2-azetidinone), [N+](=O)([O-])C1=CC=C(COC(=O)NCCS)C=C1 (2-(p-nitrobenzyloxycarbonyl-amino)ethanethiol). Reagents/catalysts: CN(C1=CC=NC=C1)C (4-dimethylaminopyridine). Solvent: C1=CC=CC=C1 (benzene). Yields the product [Si](C)(C)(C(C)(C)C)O[C@H](C)[C@H]1C(N[C@@H]1CC(=O)SCCNC(=O)OCC1=CC=C(C=C1)[N+](=O)[O-])=O ((3S, 4R)3-[(R)-1-t-Butyldimethylsilyloxyethyl]-4-([2-(p-nitrobenzyloxycarbonylamino)ethylthio]carbonyl-methyl)-2-azetidinone). Isolated yield 87.0%. RXN SMILES: [Si:1]([O:8][C@@H:9]([C@@H:11]1[C@@H:14]([CH2:15][C:16]([OH:18])=O)[NH:13][C:12]1=[O:19])[CH3:10])([C:4]([CH3:7])([CH3:6])[CH3:5])([CH3:3])[CH3:2].[N+:20]([C:23]1[CH:36]=[CH:35][C:26]([CH2:27][O:28][C:29]([NH:31][CH2:32][CH2:33][SH:34])=[O:30])=[CH:25][CH:24]=1)([O-:22])=[O:21].C1(N=C=NC2CCCCC2)CCCCC1>C1C=CC=CC=1.CN(C)C1C=CN=CC=1>[Si:1]([O:8][C@@H:9]([C@@H:11]1[C@@H:14]([CH2:15][C:16]([S:34][CH2:33][CH2:32][NH:31][C:29]([O:28][CH2:27][C:26]2[CH:35]=[CH:36][C:23]([N+:20]([O-:22])=[O:21])=[CH:24][CH:25]=2)=[O:30])=[O:18])[NH:13][C:12]1=[O:19])[CH3:10])([C:4]([CH3:5])([CH3:6])[CH3:7])([CH3:2])[CH3:3]. Procedure: 1.00 9 (3,48 mmole) of (3S, 4R)-3-[(R)-1-t-butyldimethylsilyloxyethyl]-4-carboxymethyl-2-azetidinone and 1.07 g (4.8 mmole) of 2-(p-nitrobenzyloxycarbonyl-amino)ethanethiol were dissolved in 20 ml of benzene. To this solution were added 861 mg (4.18 mmole) of dicyclohexylcarbodiimide and 10 mg (0.082 mmole) of 4-dimethylaminopyridine, at room temperature with stirring. The mixture was stirred for 2 hours, after which the insolubles which had formed were filtered off and the resulting filtrate wa... Starting materials: O=c1ccccn1C(=S)n1ccccc1=O, ClCCl, COC(=O)c1ccc(N)cc1[N+](=O)[O-]. Yields the product COC(=O)c1ccc(N=C=S)cc1[N+](=O)[O-]. RXN SMILES: [C:15](=[S:16])([n:17]1[cH:18][cH:19][cH:20][cH:21][c:22]1=[O:23])[n:24]1[cH:25][cH:26][cH:27][cH:28][c:29]1=[O:30].[Cl:31][CH2:32][Cl:33].[NH2:1][c:2]1[cH:3][c:4]([N+:12](=[O:13])[O-:14])[c:5]([C:6](=[O:7])[O:8][CH3:9])[cH:10][cH:11]1>>[N:1]([c:2]1[cH:3][c:4]([N+:12](=[O:13])[O-:14])[c:5]([C:6](=[O:7])[O:8][CH3:9])[cH:10][cH:11]1)=[C:15]=[S:16].